From a dataset of the Open Reaction Database (ORD), a public repository of structured organic reaction records. describe an organic reaction: reactants, conditions, products, and yield The product is COc1ccc(-c2cc(CCCN3CCN(c4ccc(C)c(C)c4)CC3)nn2C(C)(C)C)cc1. The reactants are COc1ccc(-c2cc(CCC=O)nn2C(C)(C)C)cc1, Cc1ccc(N2CCNCC2)cc1C, CCN(C(C)C)C(C)C. RXN SMILES: [C:1]([CH3:2])([CH3:3])([CH3:4])[n:5]1[n:6][c:7]([CH2:18][CH2:19][CH:20]=[O:21])[cH:8][c:9]1-[c:10]1[cH:11][cH:12][c:13]([O:16][CH3:17])[cH:14][cH:15]1.[CH3:22][c:23]1[cH:24][c:25]([N:30]2[CH2:31][CH2:32][NH:33][CH2:34][CH2:35]2)[cH:26][cH:27][c:28]1[CH3:29].[CH:36]([N:37]([CH2:38][CH3:39])[CH:40]([CH3:41])[CH3:42])([CH3:43])[CH3:44]>>[C:1]([CH3:2])([CH3:3])([CH3:4])[n:5]1[n:6][c:7]([CH2:18][CH2:19][CH2:20][N:33]2[CH2:32][CH2:31][N:30]([c:25]3[cH:24][c:23]([CH3:22])[c:28]([CH3:29])[cH:27][cH:26]3)[CH2:35][CH2:34]2)[cH:8][c:9]1-[c:10]1[cH:11][cH:12][c:13]([O:16][CH3:17])[cH:14][cH:15]1.